From a dataset of the Open Reaction Database (ORD), a public repository of structured organic reaction records. describe an organic reaction: reactants, conditions, products, and yield Reactants: CC(=O)OI1(C=2C=CC=CC2C(=O)O1)(OC(=O)C)OC(=O)C (Dess-Martin reagent), ClC1=CC=C(C=2N3C(=NC21)N(CCC3)C=3C(=NC(=NC3C)OC)C)C(CC)O (1-[9-chloro-1-(2-methoxy-4,6-dimethylpyrimidin-5-yl)-1,2,3,4-tetrahydropyrimido [1,2- a]benzimidazol-6-yl]propan-1-ol). Run in CS(=O)C (dimethyl sulfoxide), C(C)#N (acetonitrile), C(O)([O-])=O.[Na+] (sodium hydrogen carbonate). Run at temperature 0 celsius, time 30 minute. The product is ClC1=CC=C(C=2N3C(=NC21)N(CCC3)C=3C(=NC(=NC3C)OC)C)C(CC)=O (1-[9-Chloro-1-(2-methoxy-4,6-dimethylpyrimidin-5-yl)-1,2,3,4-tetrahydropyrimido[1,2-a]benzimidazol-6-yl]propan-1-one). Isolated yield 97.1%. Reaction SMILES: CC(OI1(OC(C)=O)(OC(C)=O)OC(=O)C2C=CC=CC1=2)=O.[Cl:23][C:24]1[C:32]2[N:31]=[C:30]3[N:33]([C:37]4[C:38]([CH3:46])=[N:39][C:40]([O:44][CH3:45])=[N:41][C:42]=4[CH3:43])[CH2:34][CH2:35][CH2:36][N:29]3[C:28]=2[C:27]([CH:47]([OH:50])[CH2:48][CH3:49])=[CH:26][CH:25]=1>CS(C)=O.C(#N)C.C(=O)([O-])O.[Na+]>[Cl:23][C:24]1[C:32]2[N:31]=[C:30]3[N:33]([C:37]4[C:38]([CH3:46])=[N:39][C:40]([O:44][CH3:45])=[N:41][C:42]=4[CH3:43])[CH2:34][CH2:35][CH2:36][N:29]3[C:28]=2[C:27]([C:47](=[O:50])[CH2:48][CH3:49])=[CH:26][CH:25]=1 |f:4.5|. Procedure: Dess-Martin reagent (207 mg, 0.487 mmol) was added to a stirred solution of 1-[9-chloro-1-(2-methoxy-4,6-dimethylpyrimidin-5-yl)-1,2,3,4-tetrahydropyrimido [1,2- a]benzimidazol-6-yl]propan-1-ol (178 mg, 0.443 mmol) in dimethyl sulfoxide (1.0 mL) and acetonitrile (3.0 mL) at 0 ° C., and the mixture was stirred at 0 ° C. for 30 min. The mixture was diluted with saturated aqueous sodium hydrogen carbonate, and extracted with ethyl acetate. The combined organic layer was washed with brine, dried ove... Reactants: CCOC(=O)C=C1CCC(c2cc(N(COCC[Si](C)(C)C)COCC[Si](C)(C)C)n3nccc3n2)CC1, C[S+](C)(C)=O, CS(C)=O, CC(C)(C)[O-], [Cl-], [Cl-], [I-], [K+], [NH4+], [Na+]. The product is CCOC(=O)C1CC12CCC(c1cc(N(COCC[Si](C)(C)C)COCC[Si](C)(C)C)n3nccc3n1)CC2. Reaction SMILES: [CH3:13][Si:14]([CH2:15][CH2:16][O:17][CH2:18][N:19]([c:20]1[cH:21][c:22]([CH:29]2[CH2:30][CH2:31][C:32](=[CH:35][C:36](=[O:37])[O:38][CH2:39][CH3:40])[CH2:33][CH2:34]2)[n:23][c:24]2[n:25]1[n:26][cH:27][cH:28]2)[CH2:41][O:42][CH2:43][CH2:44][Si:45]([CH3:46])([CH3:47])[CH3:48])([CH3:49])[CH3:50].[CH3:2][S+:3]([CH3:4])([CH3:5])=[O:6].[CH3:53][S:54]([CH3:55])=[O:56].[CH3:7][C:8]([CH3:9])([O-:10])[CH3:11].[Cl-:51].[Cl-:57].[I-:1].[K+:12].[NH4+:52].[Na+:58]>>[CH2:7]1[C:32]2([CH2:31][CH2:30][CH:29]([c:22]3[cH:21][c:20]([N:19]([CH2:18][O:17][CH2:16][CH2:15][Si:14]([CH3:13])([CH3:49])[CH3:50])[CH2:41][O:42][CH2:43][CH2:44][Si:45]([CH3:46])([CH3:47])[CH3:48])[n:25]4[c:24]([n:23]3)[cH:28][cH:27][n:26]4)[CH2:34][CH2:33]2)[CH:35]1[C:36](=[O:37])[O:38][CH2:39][CH3:40].